This data is from the Open Reaction Database (ORD), a public repository of structured organic reaction records. The task is: describe an organic reaction: reactants, conditions, products, and yield The reactants are COC(=O)N[C@@H]([C@@H](C)CC)C(=O)O (N-methoxycarbonyl-(L)-iso-leucine), C(CCl)Cl (EDC), C=1C=CC2=C(C1)N=NN2O (HOBT), TEA, Cl.CC(C)(C1=CC=CC=C1)N1N=C(N=N1)C1=CC=C(C=C1)CN(C[C@@H]([C@H](CC1=CC=CC=C1)NC([C@@H](NC(=O)OC)C(C)(C)C)=O)O)N (1-{4-[2-(1-methyl-1-phenylethyl)-2H-tetrazol-5-yl]-phenyl}-4(S)-hydroxy-2-amino-5(S)-N-(N-methoxycarbonyl-(L)-tertleucyl)amino-6-phenyl-2-azahexane hydrochloride). Run in CN(C)C=O (DMF), CN(C)C=O (DMF). Conditions: time 15 minute. Product: CC(C)(C1=CC=CC=C1)N1N=C(N=N1)C1=CC=C(C=C1)CN(C[C@@H]([C@H](CC1=CC=CC=C1)NC([C@@H](NC(=O)OC)C(C)(C)C)=O)O)NC([C@@H](NC(=O)OC)[C@@H](C)CC)=O (1-{4-[2-(1-Methyl-1-phenyl-ethyl)-2H-tetrazol-5-yl]-phenyl}-4(S)-hydroxy-2-N-(N-methoxycarbonyl-(L)-iso-leucyl)amino-5(S)-N(N-methoxycarbonyl-(L)-tertleucy)amino-6-phenyl-2-azahexane). RXN SMILES: [CH3:1][O:2][C:3]([NH:5][C@H:6]([C:11]([OH:13])=O)[C@H:7]([CH2:9][CH3:10])[CH3:8])=[O:4].C(Cl)CCl.C1C=CC2N(O)N=NC=2C=1.Cl.[CH3:29][C:30]([N:38]1[N:42]=[N:41][C:40]([C:43]2[CH:48]=[CH:47][C:46]([CH2:49][N:50]([NH2:75])[CH2:51][C@H:52]([OH:74])[C@@H:53]([NH:61][C:62](=[O:73])[C@H:63]([C:69]([CH3:72])([CH3:71])[CH3:70])[NH:64][C:65]([O:67][CH3:68])=[O:66])[CH2:54][C:55]3[CH:60]=[CH:59][CH:58]=[CH:57][CH:56]=3)=[CH:45][CH:44]=2)=[N:39]1)([C:32]1[CH:37]=[CH:36][CH:35]=[CH:34][CH:33]=1)[CH3:31]>CN(C=O)C>[CH3:31][C:30]([N:38]1[N:42]=[N:41][C:40]([C:43]2[CH:44]=[CH:45][C:46]([CH2:49][N:50]([NH:75][C:11](=[O:13])[C@H:6]([C@H:7]([CH2:9][CH3:10])[CH3:8])[NH:5][C:3]([O:2][CH3:1])=[O:4])[CH2:51][C@H:52]([OH:74])[C@@H:53]([NH:61][C:62](=[O:73])[C@H:63]([C:69]([CH3:71])([CH3:70])[CH3:72])[NH:64][C:65]([O:67][CH3:68])=[O:66])[CH2:54][C:55]3[CH:56]=[CH:57][CH:58]=[CH:59][CH:60]=3)=[CH:47][CH:48]=2)=[N:39]1)([C:32]1[CH:33]=[CH:34][CH:35]=[CH:36][CH:37]=1)[CH3:29] |f:3.4|. Reported procedure: With the exclusion of air, 261 mg (1.38 mmol) of N-methoxycarbonyl-(L)-iso-leucine, 496 mg (2.58 mmol) of EDC and 232 mg (1.72 mmol) of HOBT are dissolved in 7.5 ml of DMF. After 15 min, 0.72 ml (5.17 mmol) of TEA and 585 mg (0.86 mmol) of 1-{4-[2-(1-methyl-1-phenylethyl)-2H-tetrazol-5-yl]-phenyl}-4(S)-hydroxy-2-amino-5(S)-N-(N-methoxycarbonyl-(L)-tertleucyl)amino-6-phenyl-2-azahexane hydrochloride (Example 25h) in 3.5 ml of DMF are added. After 20 hours, the mixture is worked up as described un... The reactants are C([O-])([O-])=O.[Ca+2] (calcium carbonate), ClC(=O)OC1=CC=CC=C1 (phenyl chloroformate), C(C)(C)(C)OC(=O)N1CC2=C(CC1)N=C(S2)N (2-amino-6,7-dihydro-4H-thiazolo[5,4-c]pyridine-5-carboxylic acid tert-butyl ester). Run in C1CCOC1 (THF), C1CCOC1 (THF). Reaction conditions: time 15 hour. The product is C(C)(C)(C)OC(=O)N1CC2=C(CC1)N=C(S2)NC(=O)OC2=CC=CC=C2 (2-Phenoxycarbonylamino-6,7-dihydro-4H-thiazolo[5,4-c]pyridine-5-carboxylic acid tert-butyl ester). Yield: 81.6%. Reaction SMILES: C(=O)([O-])[O-].[Ca+2].Cl[C:7]([O:9][C:10]1[CH:15]=[CH:14][CH:13]=[CH:12][CH:11]=1)=[O:8].[C:16]([O:20][C:21]([N:23]1[CH2:28][CH2:27][C:26]2[N:29]=[C:30]([NH2:32])[S:31][C:25]=2[CH2:24]1)=[O:22])([CH3:19])([CH3:18])[CH3:17]>C1COCC1>[C:16]([O:20][C:21]([N:23]1[CH2:28][CH2:27][C:26]2[N:29]=[C:30]([NH:32][C:7]([O:9][C:10]3[CH:15]=[CH:14][CH:13]=[CH:12][CH:11]=3)=[O:8])[S:31][C:25]=2[CH2:24]1)=[O:22])([CH3:19])([CH3:17])[CH3:18] |f:0.1|. Procedure details: 39 g calcium carbonate and 36.8 g phenyl chloroformate in 250 mL THF was added to a stirred solution of 50 g 2-amino-6,7-dihydro-4H-thiazolo[5,4-c]pyridine-5-carboxylic acid tert-butyl ester in 1 L THF. The reaction mixture was allowed to stir for 15 h at RT. The reaction mixture was filtered through silica gel and the filtrate was concentrated under reduced pressure. The residue was diluted with water and extracted with ethyl acetate and the organic layer was dried over magnesium sulfate. The o... The reactants are ClC1=NC=CC=C1C (2-chloro-3-methylpyridine), N1CCNCC1 (piperazine). Product: CC=1C(=NC=CC1)N1CCNCC1 (1-(3-Methyl-2-pyridinyl)piperazine). RXN SMILES: Cl[C:2]1[C:7]([CH3:8])=[CH:6][CH:5]=[CH:4][N:3]=1.[NH:9]1[CH2:14][CH2:13][NH:12][CH2:11][CH2:10]1>>[CH3:8][C:7]1[C:2]([N:9]2[CH2:14][CH2:13][NH:12][CH2:11][CH2:10]2)=[N:3][CH:4]=[CH:5][CH:6]=1. Reported procedure: Reaction of the 2-chloro-3-methylpyridine with piperazine in a sealed bomb further using the procedure of Example 1 above resulted in a 50% yield of the desired IIIc product. Reactants: C(C1=CC=CC=C1)#N (benzonitrile), C1(=CC=CC=C1)C#C[Mg]Br (phenylethynylmagnesium bromide), C(C1=CC=CC=C1)#N (benzonitrile), dichlorobis(trimethylphosphine)nickel, CCCCCCCCCCCCC (tridecane). The reagents and catalysts are [Zn+2].[Br-].[Br-] (ZnBr2). Run in C1CCOC1 (THF), C1CCOC1 (THF). Run at temperature 65 celsius, time 30 minute. Product: C1(=CC=CC=C1)C#CC1=CC=CC=C1 (diphenylacetylene). Yield: 31.5%. RXN SMILES: [C:1]1([C:7]#[C:8][Mg]Br)[CH:6]=[CH:5][CH:4]=[CH:3][CH:2]=1.C(#N)[C:12]1[CH:17]=[CH:16][CH:15]=[CH:14][CH:13]=1.CCCCCCCCCCCCC>C1COCC1.[Zn+2].[Br-].[Br-]>[C:1]1([C:7]#[C:8][C:12]2[CH:17]=[CH:16][CH:15]=[CH:14][CH:13]=2)[CH:6]=[CH:5][CH:4]=[CH:3][CH:2]=1 |f:4.5.6|. Reported procedure: A solution of phenylethynylmagnesium bromide (4.0 ml; 4.00 mmol; 1.0 M in THF) in was treated at room temperature with a solution of ZnBr2 (0.473 g; 2.10 mmol) in THF (1 ml) and stirred for 30 min. This solution was then added to a room temperature solution of benzonitrile (0.204 ml; 0.206 g; 2.00 mmol), dichlorobis(trimethylphosphine)nickel (0.0282 g; 5 mol %), and tridecane (0.244 ml; 0.184 g; 1.00 mmol) in THF (1 ml). The reaction mixture was then heated to 65° C. and stirred for 46 h; then a... The reactants are COC(OC)N(C)C, C1CNCCNCCN1, c1ccccc1. Product: C1CN2CCN3CCN1C23. As a reaction SMILES: [CH3:10][O:11][CH:12]([O:13][CH3:14])[N:15]([CH3:16])[CH3:17].[NH:1]1[CH2:2][CH2:3][NH:4][CH2:5][CH2:6][NH:7][CH2:8][CH2:9]1.[cH:18]1[cH:19][cH:20][cH:21][cH:22][cH:23]1>>[N:1]12[CH2:2][CH2:3][N:4]3[CH2:5][CH2:6][N:7]([CH2:8][CH2:9]1)[CH:10]23.